Dataset: the Open Reaction Database (ORD), a public repository of structured organic reaction records. Task: describe an organic reaction: reactants, conditions, products, and yield Reactants: BrC=1C=C2C(=NNC(C2=CC1)=O)Cl (6-bromo-4-chloro-2H-phthalazin-1-one), FC1=C(CN)C=CC=C1F (2,3-difluorobenzylamine), C=1C=CC(=CC1)P(C=2C=CC=CC2)C3=CC=C4C=CC=CC4=C3C5=C6C=CC=CC6=CC=C5P(C=7C=CC=CC7)C=8C=CC=CC8 (rac-BINAP), CC(C)(C)[O-].[Na+] (NaOtBu). The reagents and catalysts are C=1C=CC(=CC1)/C=C/C(=O)/C=C/C2=CC=CC=C2.C=1C=CC(=CC1)/C=C/C(=O)/C=C/C2=CC=CC=C2.C=1C=CC(=CC1)/C=C/C(=O)/C=C/C2=CC=CC=C2.[Pd].[Pd] (Pd2(dba)3). Solvent: CC(=O)N(C)C (DMA), CCOC(=O)C (EtOAc). Yields the product ClC1=NNC(C2=CC=C(C=C12)NCC1=C(C(=CC=C1)F)F)=O (4-chloro-6-(2,3-difluoro-benzylamino)-2H-phthalazin-1-one). Isolated yield 14.0%. Reaction SMILES: Br[C:2]1[CH:3]=[C:4]2[C:9](=[CH:10][CH:11]=1)[C:8](=[O:12])[NH:7][N:6]=[C:5]2[Cl:13].[F:14][C:15]1[C:22]([F:23])=[CH:21][CH:20]=[CH:19][C:16]=1[CH2:17][NH2:18].C1C=CC(P(C2C(C3C(P(C4C=CC=CC=4)C4C=CC=CC=4)=CC=C4C=3C=CC=C4)=C3C(C=CC=C3)=CC=2)C2C=CC=CC=2)=CC=1.CC([O-])(C)C.[Na+]>CC(N(C)C)=O.CCOC(C)=O.C1C=CC(/C=C/C(/C=C/C2C=CC=CC=2)=O)=CC=1.C1C=CC(/C=C/C(/C=C/C2C=CC=CC=2)=O)=CC=1.C1C=CC(/C=C/C(/C=C/C2C=CC=CC=2)=O)=CC=1.[Pd].[Pd]>[Cl:13][C:5]1[C:4]2[C:9](=[CH:10][CH:11]=[C:2]([NH:18][CH2:17][C:16]3[CH:19]=[CH:20][CH:21]=[C:22]([F:23])[C:15]=3[F:14])[CH:3]=2)[C:8](=[O:12])[NH:7][N:6]=1 |f:3.4,7.8.9.10.11|. Reported procedure: A mixture 6-bromo-4-chloro-2H-phthalazin-1-one (156 mg, 0.601 mmol), 2,3-difluorobenzylamine (0.074 mL, 0.646 mmol), Pd2(dba)3 (53 mg, 0.058 mmol), rac-BINAP (104 mg, 0.167 mmol) and NaOtBu (134 mg, 1.39 mmol) in DMA (6 mL) was heated at 80° C. for 1.5 h. The mixture was allowed to cool, diluted with EtOAc and washed with water. The organic layer was washed with sat.aq. NaHCO3, brine and dried (Na2SO4). Chromatography on silica (EtOAc/hexanes) afforded 4-chloro-6-(2,3-difluoro-benzylamino)-2H-ph... The reactants are COCCN1N=C(C(=C1C)C(=O)O)C (1-(2-Methoxyethyl)-3,5-dimethyl-1H-pyrazole-4-carboxylic acid), CC1=NNC(=C1C(=O)OCC)C (ethyl 3,5-dimethyl-1H-pyrazole-4-carboxylate), BrCC(CC)OC (1-bromo-2-methoxybutane). Product: COCCCCN1N=C(C(=C1C)C(=O)O)C (1-(4-methoxybutanyl)-3,5-dimethyl-1H-pyrazole-4-carboxylic acid). The yield is 41.0%. As a reaction SMILES: CO[CH2:3][CH2:4][N:5]1[C:9]([CH3:10])=[C:8]([C:11]([OH:13])=[O:12])[C:7]([CH3:14])=[N:6]1.CC1[C:20]([C:21]([O:23][CH2:24]C)=O)=C(C)NN=1.BrCC(OC)CC>>[CH3:24][O:23][CH2:21][CH2:20][CH2:3][CH2:4][N:5]1[C:9]([CH3:10])=[C:8]([C:11]([OH:13])=[O:12])[C:7]([CH3:14])=[N:6]1. Reported procedure: Prepared by following the same method as the preparation of Intermediate 42, ethyl 3,5-dimethyl-1H-pyrazole-4-carboxylate (280 mg) was reacted with 1-bromo-2-methoxybutane (367 mg) to afford white solid (185 mg, 41%). ESI-MS m/z 227.4 (M+H). Starting materials: Cl.CN(CCCN=C=NCC)C (N-[3-(dimethylamino)propyl]-N′-ethylcarbodiimide hydrochloride), ClC1=CC=C(S1)S(=O)(=O)NC=1C=CC=C2C=C(NC12)C(=O)O (7-{[(5-chloro-2-thienyl)sulfonyl]amino}-1H-indole-2-carboxylic acid), Cl.C(C1=CC=CC=C1)(C1=CC=CC=C1)(C1=CC=CC=C1)SCCN (2-(tritylthio)ethylamine hydrochloride), N1(N=NC2=C1C=CC=C2)O (1H-1,2,3-benzotriazol-1-ol). The solvent is O (Water), CN(C=O)C (N,N-dimethylformamide), C(C)N(CC)CC (triethylamine). Conditions: time 8 hour. Product: ClC1=CC=C(S1)S(=O)(=O)NC=1C=CC=C2C=C(NC12)C(=O)NCCSC(C1=CC=CC=C1)(C1=CC=CC=C1)C1=CC=CC=C1 (7-{[(5-Chloro-2-thienyl)sulfonyl]amino}-N-[2-(tritylthio)ethyl]-1H-indole-2-carboxamide). Yield: 91.0%. RXN SMILES: [Cl:1][C:2]1[S:6][C:5]([S:7]([NH:10][C:11]2[CH:12]=[CH:13][CH:14]=[C:15]3[C:19]=2[NH:18][C:17]([C:20](O)=[O:21])=[CH:16]3)(=[O:9])=[O:8])=[CH:4][CH:3]=1.Cl.[C:24]([S:43][CH2:44][CH2:45][NH2:46])([C:37]1[CH:42]=[CH:41][CH:40]=[CH:39][CH:38]=1)([C:31]1[CH:36]=[CH:35][CH:34]=[CH:33][CH:32]=1)[C:25]1[CH:30]=[CH:29][CH:28]=[CH:27][CH:26]=1.N1(O)C2C=CC=CC=2N=N1.Cl.CN(C)CCCN=C=NCC>O.CN(C)C=O.C(N(CC)CC)C>[Cl:1][C:2]1[S:6][C:5]([S:7]([NH:10][C:11]2[CH:12]=[CH:13][CH:14]=[C:15]3[C:19]=2[NH:18][C:17]([C:20]([NH:46][CH2:45][CH2:44][S:43][C:24]([C:31]2[CH:36]=[CH:35][CH:34]=[CH:33][CH:32]=2)([C:25]2[CH:26]=[CH:27][CH:28]=[CH:29][CH:30]=2)[C:37]2[CH:42]=[CH:41][CH:40]=[CH:39][CH:38]=2)=[O:21])=[CH:16]3)(=[O:8])=[O:9])=[CH:4][CH:3]=1 |f:1.2,4.5|. Reported procedure: To a mixture of 7-{[(5-chloro-2-thienyl)sulfonyl]amino}-1H-indole-2-carboxylic acid (0.84 g), 2-(tritylthio)ethylamine hydrochloride (0.85 g), 1H-1,2,3-benzotriazol-1-ol (0.35 g), triethylamine (0.36 mL) and N,N-dimethylformamide (20 mL) was added N-[3-(dimethylamino)propyl]-N′-ethylcarbodiimide hydrochloride (0.50 g) at 0° C., and the mixture was stirred at room temperature overnight. Water was added to the reaction mixture, and the obtained crystals were filtrated, washed with water and dried.... Starting materials: C(C)(C)(C)OC(N[C@H]([C@H](C[C@@H](C)C(NCCC(C)(C)C)=O)O)CC1=CC=CC=C1)=O ([(1S,2S,4R)-1-Benzyl-4-(3,3-dimethylbutylcarbamoyl)-2-hydroxypentyl]-carbamic acid t-butyl ester), C1(CCC1)N (cyclobutylamine), FC1=C(C(=O)N[C@@H](CC2=CC=CC=C2)[C@H]2OC([C@@H](C2)C)=O)C=C(C=C1N1C(CCC1)=O)N1C(CCC1)=O (2-Fluoro-N-[(S)-1-((2S,4R)-4-methyl-5-oxotetrahydrofuran-2-yl)-2-phenylethyl]-3,5-bis-(2-oxopyrrolidin-1-yl)benzamide). Product: C(C1=CC=CC=C1)[C@@H]([C@H](C[C@@H](C)C(NC1CCC1)=O)O)NC(C1=C(C(=CC(=C1)N1C(CCC1)=O)N1C(CCC1)=O)F)=O (N-[(1S,2S,4R)-1-Benzyl-4-(cyclobutylcarbamoyl)-2-hydroxypentyl]-2-fluoro-3,5-bis-(2-oxopyrrolidin-1-yl)benzamide). RXN SMILES: C(O[C:6](=[O:30])[NH:7][C@@H:8]([CH2:23][C:24]1[CH:29]=[CH:28][CH:27]=[CH:26][CH:25]=1)[C@@H:9]([OH:22])[CH2:10][C@H:11]([C:13](=[O:21])[NH:14][CH2:15][CH2:16][C:17]([CH3:20])(C)C)[CH3:12])(C)(C)C.C1(N)CCC1.[F:36][C:37]1[C:60]([N:61]2[CH2:65][CH2:64][CH2:63][C:62]2=[O:66])=[CH:59][C:58]([N:67]2[CH2:71][CH2:70][CH2:69][C:68]2=[O:72])=[CH:57][C:38]=1C(N[C@H]([C@@H]1C[C@@H](C)C(=O)O1)CC1C=CC=CC=1)=O>>[CH2:23]([C@H:8]([NH:7][C:6](=[O:30])[C:38]1[CH:57]=[C:58]([N:67]2[CH2:71][CH2:70][CH2:69][C:68]2=[O:72])[CH:59]=[C:60]([N:61]2[CH2:65][CH2:64][CH2:63][C:62]2=[O:66])[C:37]=1[F:36])[C@@H:9]([OH:22])[CH2:10][C@H:11]([C:13](=[O:21])[NH:14][CH:15]1[CH2:16][CH2:17][CH2:20]1)[CH3:12])[C:24]1[CH:25]=[CH:26][CH:27]=[CH:28][CH:29]=1. Procedure details: Prepared in an analogous manner to D1 from cyclobutylamine and 2-fluoro-N-[(S)-1-((2S,4R)-4-methyl-5-oxotetrahydrofuran-2-yl)-2-phenylethyl]-3,5-bis-(2-oxopyrrolidin-1-yl)benzamide (D50). Reactants: FC1=CC=C(C=C1)N1C(=NC=C1C(=O)O)SCC1=C(C(=CC=C1F)F)F (1-(4-Fluorophenyl)-2-((2,3,6-trifluorobenzyl)thio)-1H-imidazole-5-carboxylic acid), ClC1=C(CCS(=O)(=O)C=2N(C(=CN2)C(=O)OCC)C2=CC=C(C=C2)F)C(=CC=C1)F (Ethyl 2-((2-chloro-6-fluorophenethyl)sulfonyl)-1-(4-fluorophenyl)-1H-imidazole-5-carboxylate), [Li+].[OH-] (LiOH). The solvent is C1CCOC1 (THF), CO (MeOH). The product is ClC1=C(CCS(=O)(=O)C=2N(C(=CN2)C(=O)O)C2=CC=C(C=C2)F)C(=CC=C1)F (2-((2-Chloro-6-fluorophenethyl)sulfonyl)-1-(4-fluorophenyl)-1H-imidazole-5-carboxylic acid). Reaction SMILES: FC1C=CC(N2C(C(O)=O)=CN=C2SCC2C(F)=CC=C(F)C=2F)=CC=1.[Cl:27][C:28]1[CH:55]=[CH:54][CH:53]=[C:52]([F:56])[C:29]=1[CH2:30][CH2:31][S:32]([C:35]1[N:36]([C:45]2[CH:50]=[CH:49][C:48]([F:51])=[CH:47][CH:46]=2)[C:37]([C:40]([O:42]CC)=[O:41])=[CH:38][N:39]=1)(=[O:34])=[O:33].[Li+].[OH-]>C1COCC1.CO>[Cl:27][C:28]1[CH:55]=[CH:54][CH:53]=[C:52]([F:56])[C:29]=1[CH2:30][CH2:31][S:32]([C:35]1[N:36]([C:45]2[CH:50]=[CH:49][C:48]([F:51])=[CH:47][CH:46]=2)[C:37]([C:40]([OH:42])=[O:41])=[CH:38][N:39]=1)(=[O:34])=[O:33] |f:2.3|. Procedure details: 2-((2-Chloro-6-fluorophenethyl)sulfonyl)-1-(4-fluorophenyl)-1H-imidazole-5-carboxylic acid (55) was prepared in a similar manner as that described for the synthesis of compound 11 using ethyl 2-((2-chloro-6-fluorophenethyl)sulfonyl)-1-(4-fluorophenyl)-1H-imidazole-5-carboxylate (54) (250 mg, 0.5495 mmol), 1N LiOH (5 mL) in THF (5 mL) and MeOH (5 mL). The reactants are [N+](=O)([O-])C1=CC=C(C2=C1OCO2)C(=O)O (7-nitro-benzo[1,3]dioxole-4-carboxylic acid), [H][H] (hydrogen). The reagents and catalysts are [Pd] (palladium/carbon). Solvent: C(C)O (ethanol). Yields the product NC1=CC=C(C2=C1OCO2)C(=O)O (7-amino-benzo[1,3]dioxole-4-carboxylic acid). Yield: 98.7%. RXN SMILES: [N+:1]([C:4]1[C:9]2[O:10][CH2:11][O:12][C:8]=2[C:7]([C:13]([OH:15])=[O:14])=[CH:6][CH:5]=1)([O-])=O.[H][H]>C(O)C.[Pd]>[NH2:1][C:4]1[C:9]2[O:10][CH2:11][O:12][C:8]=2[C:7]([C:13]([OH:15])=[O:14])=[CH:6][CH:5]=1. Reported procedure: 8.05 g of 7-nitro-benzo[1,3]dioxole-4-carboxylic acid is reacted with hydrogen in 650 ml of ethanol with 800 mg of palladium/carbon catalyst under normal pressure at room temperature. It is filtered through diatomaceous earth and concentrated by evaporation in a vacuum. 6.82 g of 7-amino-benzo[1,3]dioxole-4-carboxylic acid is obtained as a brown solid, flash point 196-197° C.